From a dataset of the Open Reaction Database (ORD), a public repository of structured organic reaction records. describe an organic reaction: reactants, conditions, products, and yield Starting materials: Intermediate 11, CS(=O)(=O)N1CCC(=CC1)C=1C=C2C(=CN1)O[C@](C2)(C)C2CCN(CC2)C#N ((S)-4-[5-(1-methanesulfonyl-1,2,3,6-tetrahydro-pyridin-4-yl)-2-methyl-2,3-dihydro-furo[2,3-c]pyridin-2-yl]-piperidine-1-carbonitrile), Intermediate 42, Cl.NO (hydroxylamine hydrochloride). Product: ONC(=N)N1CCC(CC1)[C@@]1(CC=2C(=CN=C(C2)C=2CCN(CC2)S(=O)(=O)C)O1)C ((S)—N-Hydroxy-4-[5-(1-methanesulfonyl-1,2,3,6-tetrahydro-pyridin-4-yl)-2-methyl-2,3-dihydro-furo[2,3-c]pyridin-2-yl]-piperidine-1-carboxamidine). Reaction SMILES: [CH3:1][S:2]([N:5]1[CH2:10][CH:9]=[C:8]([C:11]2[CH:12]=[C:13]3[CH2:19][C@:18]([CH:21]4[CH2:26][CH2:25][N:24]([C:27]#[N:28])[CH2:23][CH2:22]4)([CH3:20])[O:17][C:14]3=[CH:15][N:16]=2)[CH2:7][CH2:6]1)(=[O:4])=[O:3].Cl.[NH2:30][OH:31]>>[OH:31][NH:30][C:27]([N:24]1[CH2:25][CH2:26][CH:21]([C@@:18]2([CH3:20])[O:17][C:14]3=[CH:15][N:16]=[C:11]([C:8]4[CH2:9][CH2:10][N:5]([S:2]([CH3:1])(=[O:4])=[O:3])[CH2:6][CH:7]=4)[CH:12]=[C:13]3[CH2:19]2)[CH2:22][CH2:23]1)=[NH:28] |f:1.2|. Reported procedure: The title compound is prepared from (S)-4-[5-(1-methanesulfonyl-1,2,3,6-tetrahydro-pyridin-4-yl)-2-methyl-2,3-dihydro-furo[2,3-c]pyridin-2-yl]-piperidine-1-carbonitrile (Intermediate 42; the configuration of the stereocenter is arbitrarily assigned) and hydroxylamine hydrochloride following a procedure analogous to that described for Intermediate 11. LC (method 4): tR=0.46 min; Mass spectrum (ESI+): m/z=436 [M+H]+. Reactants: N1N=CC(=C1)B(O)O (1H-pyrazole-4-boronic acid), ClC1=NOC2=C1C=C(C(=C2F)N2C[C@H](O[C@H](C2)C)C)C=O (3-chloro-6-[(2R,6S)-2,6-dimethylmorpholin-4-yl]-7-fluoro-1,2-benzoxazole-5-carbaldehyde), ClC1=NOC2=C1C=C(C(=C2F)N2C[C@H](O[C@H](C2)C)C)C=O (3-chloro-6-[(2R,6S)-2,6-dimethylmorpholin-4-yl]-7-fluoro-1,2-benzoxazole-5-carbaldehyde), C1(CCCCC1)P(C1=C(C=CC=C1)C1=C(C=CC=C1OC)OC)C1CCCCC1 (2-dicyclohexylphosphino-2′,6′-dimethoxybiphenyl), Intermediate 554. The reagents and catalysts are C=1C=CC(=CC1)/C=C/C(=O)/C=C/C2=CC=CC=C2.C=1C=CC(=CC1)/C=C/C(=O)/C=C/C2=CC=CC=C2.C=1C=CC(=CC1)/C=C/C(=O)/C=C/C2=CC=CC=C2.[Pd].[Pd] (tris(dibenzylideneacetone)dipalladium(0)). Yields the product C[C@@H]1CN(C[C@@H](O1)C)C1=C(C2=C(C(=NO2)C=2C=NNC2)C=C1C=O)F (6-[(2R,6S)-2,6-dimethylmorpholin-4-yl]-7-fluoro-3-(1H-pyrazol-4-yl)-1,2-benzoxazole-5-carbaldehyde). Reaction SMILES: [NH:1]1[CH:5]=[C:4](B(O)O)[CH:3]=[N:2]1.Cl[C:10]1[C:14]2[CH:15]=[C:16]([CH:28]=[O:29])[C:17]([N:20]3[CH2:25][C@H:24]([CH3:26])[O:23][C@H:22]([CH3:27])[CH2:21]3)=[C:18]([F:19])[C:13]=2[O:12][N:11]=1.C1(P(C2CCCCC2)C2C=CC=CC=2C2C(OC)=CC=CC=2OC)CCCCC1>C1C=CC(/C=C/C(/C=C/C2C=CC=CC=2)=O)=CC=1.C1C=CC(/C=C/C(/C=C/C2C=CC=CC=2)=O)=CC=1.C1C=CC(/C=C/C(/C=C/C2C=CC=CC=2)=O)=CC=1.[Pd].[Pd]>[CH3:27][C@H:22]1[O:23][C@@H:24]([CH3:26])[CH2:25][N:20]([C:17]2[C:16]([CH:28]=[O:29])=[CH:15][C:14]3[C:10]([C:4]4[CH:3]=[N:2][NH:1][CH:5]=4)=[N:11][O:12][C:13]=3[C:18]=2[F:19])[CH2:21]1 |f:3.4.5.6.7|. Procedure: 1H-pyrazole-4-boronic acid pinacolate ester, 3-chloro-6-[(2R,6S)-2,6-dimethylmorpholin-4-yl]-7-fluoro-1,2-benzoxazole-5-carbaldehyde (Intermediate 534), 2-dicyclohexylphosphino-2′,6′-dimethoxybiphenyl (S-phos), and tris(dibenzylideneacetone)dipalladium(0) were reacted using a method similar to the one described for the synthesis of Intermediate 554. The reactants are COP(=O)(CC(C)=O)OC, O=Cc1ccc(F)cc1F, [K+], [K+], O=C([O-])[O-], O. The product is CC(=O)C=Cc1ccc(F)cc1F. RXN SMILES: [CH3:11][O:12][P:13](=[O:14])([O:15][CH3:16])[CH2:17][C:18]([CH3:19])=[O:20].[F:1][c:2]1[c:3]([CH:4]=[O:5])[cH:6][cH:7][c:8]([F:10])[cH:9]1.[K+:21].[K+:22].[O-:23][C:24]([O-:25])=[O:26].[OH2:27]>>[F:1][c:2]1[c:3]([CH:4]=[CH:17][C:18]([CH3:19])=[O:20])[cH:6][cH:7][c:8]([F:10])[cH:9]1.